Dataset: the Open Reaction Database (ORD), a public repository of structured organic reaction records. Task: describe an organic reaction: reactants, conditions, products, and yield Reactants: BrP(Br)Br, OCc1cc(C(F)(F)F)ccc1Br, ClCCl, [Na+], O=C([O-])O. Yields the product FC(F)(F)c1ccc(Br)c(CBr)c1. RXN SMILES: [Br:14][P:15]([Br:16])[Br:17].[Br:1][c:2]1[c:3]([CH2:12][OH:13])[cH:4][c:5]([C:8]([F:9])([F:10])[F:11])[cH:6][cH:7]1.[Cl:23][CH2:24][Cl:25].[Na+:22].[O-:18][C:19]([OH:20])=[O:21]>>[Br:1][c:2]1[c:3]([CH2:12][Br:14])[cH:4][c:5]([C:8]([F:9])([F:10])[F:11])[cH:6][cH:7]1. Reactants: O=C([O-])[O-], CN(C)CCCl, Cl, [Cs+], [Cs+], CN(C)C=O, CCOC(=O)CC1OB(O)c2cc(O)cc(C)c21. Product: CCOC(=O)CC1OB(O)c2cc(OCCN(C)C)cc(C)c21. Reaction SMILES: [C:19](=[O:20])([O-:21])[O-:22].[Cl:26][CH2:27][CH2:28][N:29]([CH3:30])[CH3:31].[ClH:25].[Cs+:23].[Cs+:24].[O:32]=[CH:33][N:34]([CH3:35])[CH3:36].[OH:1][B:2]1[O:3][CH:4]([CH2:13][C:14](=[O:15])[O:16][CH2:17][CH3:18])[c:5]2[c:6]1[cH:7][c:8]([OH:12])[cH:9][c:10]2[CH3:11]>>[OH:1][B:2]1[O:3][CH:4]([CH2:13][C:14](=[O:15])[O:16][CH2:17][CH3:18])[c:5]2[c:6]1[cH:7][c:8]([O:12][CH2:27][CH2:28][N:29]([CH3:30])[CH3:31])[cH:9][c:10]2[CH3:11].